From a dataset of the Open Reaction Database (ORD), a public repository of structured organic reaction records. describe an organic reaction: reactants, conditions, products, and yield Starting materials: Cl[Bi](Cl)Cl, Cc1ccc(S(=O)(=O)OCC2(C(F)(F)F)CO2)cc1, ClC(Cl)Cl, ClCCl, Cc1cc(N)c2cnn(-c3ccc(F)cc3)c2c1, O=C([O-])[O-], C1CCOC1. Product: Cc1cc(NCC2(C(F)(F)F)CO2)c2cnn(-c3ccc(F)cc3)c2c1. As a reaction SMILES: [Bi:1]([Cl:2])([Cl:3])[Cl:4].[CH3:5][c:6]1[cH:7][cH:8][c:9]([S:10]([O:11][CH2:16][C:17]2([C:20]([F:21])([F:22])[F:23])[O:18][CH2:19]2)(=[O:12])=[O:13])[cH:14][cH:15]1.[CH:49]([Cl:50])([Cl:51])[Cl:52].[Cl:46][CH2:47][Cl:48].[F:24][c:25]1[cH:26][cH:27][c:28](-[n:31]2[n:32][cH:33][c:34]3[c:35]([NH2:41])[cH:36][c:37]([CH3:40])[cH:38][c:39]23)[cH:29][cH:30]1.[O-:42][C:43](=[O:44])[O-:45].[O:53]1[CH2:54][CH2:55][CH2:56][CH2:57]1>>[CH2:16]([C:17]1([C:20]([F:21])([F:22])[F:23])[O:18][CH2:19]1)[NH:41][c:35]1[c:34]2[cH:33][n:32][n:31](-[c:28]3[cH:27][cH:26][c:25]([F:24])[cH:30][cH:29]3)[c:39]2[cH:38][c:37]([CH3:40])[cH:36]1. Starting materials: ice, N (ammonia), C(#N)C1=C(C=CC=C1)N1CCNCC1 (1-(2-Cyanophenyl)piperazine), S(O)(O)(=O)=O (sulfuric acid). Conditions: time 24 hour. The product is C(N)(=O)C1=C(C=CC=C1)N1CCNCC1 (1-(2-Carbamoylphenyl)piperazine). RXN SMILES: [C:1]([C:3]1[CH:8]=[CH:7][CH:6]=[CH:5][C:4]=1[N:9]1[CH2:14][CH2:13][NH:12][CH2:11][CH2:10]1)#[N:2].N.S(=O)(=O)(O)[OH:17]>>[C:1]([C:3]1[CH:8]=[CH:7][CH:6]=[CH:5][C:4]=1[N:9]1[CH2:14][CH2:13][NH:12][CH2:11][CH2:10]1)(=[O:17])[NH2:2]. Procedure: 1-(2-Cyanophenyl)piperazine (1.8 g, 9.8 mmol) was dissolved in 90% sulfuric acid aqueous solution (20 ml) and stirred at a room temperature for 24 hours. The reaction solution was slowly added dropwise to a mixture of ice (75 g) and 28% aqueous ammonia (75 ml), and the reaction product was extracted with chloroform. The extract was washed with saturated brine and dried with sodium sulfate. Then the compound obtained by the evaporation of the solvent under a reduced pressure was separated by an a... Starting materials: O\N=C/1\C(C2=CC(=CC=C2C1)OC)=O ((E)-2-(hydroxyimino)-6-methoxy-2,3-dihydro-1H-inden-1-one), P(Cl)(Cl)(Cl)(Cl)Cl (PCl5), Cl (HCl). Run in O=P(Cl)(Cl)Cl (POCl3). Conditions: temperature 30 celsius, time 2 hour. Product: ClC1=NC(=CC2=CC=C(C=C12)OC)Cl (1,3-dichloro-7-methoxyisoquinoline). The yield is 85.0%. Reaction SMILES: O/[N:2]=[C:3]1/[C:4](=O)[C:5]2[C:10]([CH2:11]/1)=[CH:9][CH:8]=[C:7]([O:12][CH3:13])[CH:6]=2.P(Cl)(Cl)(Cl)(Cl)[Cl:16].[ClH:21]>O=P(Cl)(Cl)Cl>[Cl:21][C:4]1[C:5]2[C:10](=[CH:9][CH:8]=[C:7]([O:12][CH3:13])[CH:6]=2)[CH:11]=[C:3]([Cl:16])[N:2]=1. Reported procedure: To a suspension of (E)-2-(hydroxyimino)-6-methoxy-2,3-dihydro-1H-inden-1-one (3.60 g, 20.0 mmol) in POCl3 (120 mL), PCl5 (6.50 g, 31.3 mmol) was added at 0° C., then HCl gas was induced until the solution was saturated. The reaction mixture was stirred at 30° C. for 2 hours. The solvent was removed in vacuo and ice water was added to the residue. The precipitate was collected by filtration, washed with water (30 mL), and dried under high vacuum to give the product (4.50 g, yield 85%) as a solid. Starting materials: C(C)OC(=O)N1C=CC2=CC(=CC=C12)S(=O)(=O)C=1C=C(C2=C(C1)C=1CN(CCC1O2)C(=O)OC(C)(C)C)O (tert-butyl 8-((1-(ethoxycarbonyl)-1H-indol-5-yl)sulfonyl)-6-hydroxy-3,4-dihydrobenzofuro[3,2-c]pyridine-2(1H)-carboxylate), COC (methyl ether). Product: C(C)OC(=O)N1C=CC2=CC(=CC=C12)S(=O)(=O)C=1C=C(C2=C(C1)C=1CN(CCC1O2)C(=O)OC(C)(C)C)OC (tert-butyl 8-((1-(ethoxycarbonyl)-1H-indol-5-yl)sulfonyl)-6-methoxy-3,4-dihydrobenzofuro[3,2-c]pyridine-2(1H)-carboxylate). The yield is 82.0%. RXN SMILES: [CH2:1]([O:3][C:4]([N:6]1[C:14]2[C:9](=[CH:10][C:11]([S:15]([C:18]3[CH:19]=[C:20]([OH:38])[C:21]4[O:30][C:29]5[CH2:28][CH2:27][N:26]([C:31]([O:33][C:34]([CH3:37])([CH3:36])[CH3:35])=[O:32])[CH2:25][C:24]=5[C:22]=4[CH:23]=3)(=[O:17])=[O:16])=[CH:12][CH:13]=2)[CH:8]=[CH:7]1)=[O:5])[CH3:2].[CH3:39]OC>>[CH2:1]([O:3][C:4]([N:6]1[C:14]2[C:9](=[CH:10][C:11]([S:15]([C:18]3[CH:19]=[C:20]([O:38][CH3:39])[C:21]4[O:30][C:29]5[CH2:28][CH2:27][N:26]([C:31]([O:33][C:34]([CH3:37])([CH3:36])[CH3:35])=[O:32])[CH2:25][C:24]=5[C:22]=4[CH:23]=3)(=[O:17])=[O:16])=[CH:12][CH:13]=2)[CH:8]=[CH:7]1)=[O:5])[CH3:2]. Reported procedure: The product of step C was converted to the methyl ether derivative following the procedure of Example 54, step B. Purification by flash column chromatography (SiO2, 75:25 hexane/ethyl acetate) provided tert-butyl 8-((1-(ethoxycarbonyl)-1H-indol-5-yl)sulfonyl)-6-methoxy-3,4-dihydrobenzofuro[3,2-c]pyridine-2(1H)-carboxylate (25 mg, 82%) as a colorless oil: 1H NMR (CDCl3, 300 MHz) δ 8.30 (d, J=8.7 Hz, 1H), 8.23 (d, J=1.8 Hz, 1H), 7.88 (dd, J=8.7, 1.8 Hz, 1H), 7.73 (d, J=3.6 Hz, 2H), 7.35 (s, 1H), 6... Starting materials: P(=O)(Cl)(Cl)Cl (phosphorus oxychloride), COC1=CC=C(C=N1)C1=NNC(C2=CC=CC=C12)=O (4-(6-methoxypyridin-3-yl)-2H-phthalazin-1-on). The solvent is N1=CC=CC=C1 (pyridine). Conditions: temperature 120 celsius, time 30 minute. Yields the product ClC1=NN=C(C2=CC=CC=C12)C=1C=NC(=CC1)OC (1-chloro-4-(6-methoxypyridin-3-yl)-phthalazine). Isolated yield 55.2%. Reaction SMILES: P(Cl)(Cl)([Cl:3])=O.[CH3:6][O:7][C:8]1[N:13]=[CH:12][C:11]([C:14]2[C:23]3[C:18](=[CH:19][CH:20]=[CH:21][CH:22]=3)[C:17](=O)[NH:16][N:15]=2)=[CH:10][CH:9]=1>N1C=CC=CC=1>[Cl:3][C:17]1[C:18]2[C:23](=[CH:22][CH:21]=[CH:20][CH:19]=2)[C:14]([C:11]2[CH:12]=[N:13][C:8]([O:7][CH3:6])=[CH:9][CH:10]=2)=[N:15][N:16]=1. Procedure: 932 μl (10 mmol) of phosphorus oxychloride was added to a pyridine solution (5 ml) of 507 mg (2 mmol) of 4-(6-methoxypyridin-3-yl)-2H-phthalazin-1-on, and the reaction liquid was stirred at 120° C. for 30 minutes. This was concentrated under reduced pressure, aqueous saturated sodium hydrogencarbonate solution was added to the reaction liquid, extracted with chloroform, and the organic layer was washed with saturated saline water. This was dried with anhydrous sodium sulfate, and concentrated un... Conditions: temperature 75 celsius. Product: C(#N)N=C(N[C@@H]1C2=C(OC([C@@]1(C)O)(C)C)C=CC(=C2)C2=NN=NN2CCCC(=O)OCC)SC ((3S,4R)-4-(3-Cyano-2-methylisothioureido)-3,4-dihydro-6-(1-[3-ethoxycarbonylprop-1-yl]-1H-tetrazol-5-yl)-3-hydroxy-2,2,3-trimethyl-2H-benzo[b]pyran). Solvent: ClCCl (dichloromethane). Starting materials: N[C@@H]1C2=C(OC([C@@]1(C)O)(C)C)C=CC(=C2)C2=NN=NN2CCCC(=O)OCC ((3S,4R)-4-amino-3,4-dihydro-6-(1-[3-ethoxycarbonylprop-1-yl]-1H-tetrazol-5-yl)-3-hydroxy-2,2,3-trimethyl-2H-benzo[b]pyran), CSC(=NC#N)SC (dimethyl N-cyanodithioiminocarbonate), N1=CC=CC=C1 (pyridine), CO (methanol). Procedure details: A mixture containing (3S,4R)-4-amino-3,4-dihydro-6-(1-[3-ethoxycarbonylprop-1-yl]-1H-tetrazol-5-yl)-3-hydroxy-2,2,3-trimethyl-2H-benzo[b]pyran (see Preparation 55) (1.2 g), dimethyl N-cyanodithioiminocarbonate (0.7 g) and pyridine (10 ml) was heated at 75° C. for 18 hours then concentrated in vacuo to give a gum which was stirred in dichloromethane containing methanol (2.5%) (20 ml). The resulting solid was filtered off and dried in vacuo to give the title compound, 0.85 g, m.p. 225°-227° C. Fou... RXN SMILES: [NH2:1][C@H:2]1[C@@:7]([OH:9])([CH3:8])[C:6]([CH3:11])([CH3:10])[O:5][C:4]2[CH:12]=[CH:13][C:14]([C:16]3[N:20]([CH2:21][CH2:22][CH2:23][C:24]([O:26][CH2:27][CH3:28])=[O:25])[N:19]=[N:18][N:17]=3)=[CH:15][C:3]1=2.[CH3:29][S:30][C:31](SC)=[N:32][C:33]#[N:34].N1C=CC=CC=1.CO>ClCCl>[C:33]([N:32]=[C:31]([S:30][CH3:29])[NH:1][C@H:2]1[C@@:7]([OH:9])([CH3:8])[C:6]([CH3:10])([CH3:11])[O:5][C:4]2[CH:12]=[CH:13][C:14]([C:16]3[N:20]([CH2:21][CH2:22][CH2:23][C:24]([O:26][CH2:27][CH3:28])=[O:25])[N:19]=[N:18][N:17]=3)=[CH:15][C:3]1=2)#[N:34]. The reactants are BrC1=CC(=C(C=C1)C(=O)N1CCN(CC1)C1=NC=C(C=C1C)CC)F ((4-bromo-2-fluorophenyl)[4-(5-ethyl-3-methylpyridin-2-yl)piperazin-1-yl]methanone), O1C(NCC1)=O (oxazolidin-2-one). The product is C(C)C=1C=C(C(=NC1)N1CCN(CC1)C(=O)C1=C(C=C(C=C1)N1C(OCC1)=O)F)C (3-{4-[4-(5-ethyl-3-methylpyridin-2-yl)piperazine-1-carbonyl]-3-fluorophenyl}oxazolidin-2-one). The yield is 71.1%. Reaction SMILES: Br[C:2]1[CH:7]=[CH:6][C:5]([C:8]([N:10]2[CH2:15][CH2:14][N:13]([C:16]3[C:21]([CH3:22])=[CH:20][C:19]([CH2:23][CH3:24])=[CH:18][N:17]=3)[CH2:12][CH2:11]2)=[O:9])=[C:4]([F:25])[CH:3]=1.[O:26]1[CH2:30][CH2:29][NH:28][C:27]1=[O:31]>>[CH2:23]([C:19]1[CH:20]=[C:21]([CH3:22])[C:16]([N:13]2[CH2:14][CH2:15][N:10]([C:8]([C:5]3[CH:6]=[CH:7][C:2]([N:28]4[CH2:29][CH2:30][O:26][C:27]4=[O:31])=[CH:3][C:4]=3[F:25])=[O:9])[CH2:11][CH2:12]2)=[N:17][CH:18]=1)[CH3:24]. Procedure details: By reaction and treatment in the same manner as in Example 1 and using (4-bromo-2-fluorophenyl)[4-(5-ethyl-3-methylpyridin-2-yl)piperazin-1-yl]methanone (863 mg) described in Preparation Example 100 and oxazolidin-2-one (261 mg), the title compound (623 mg) was obtained. The reactants are [O-2].[O-2].[O-2].[U+6] (uranium trioxide), [N+](=O)([O-])[O-].[NH4+] (ammonium nitrate). Product: [NH4+].[NH4+].[O-2].[O-2].[O-2].[O-2].[O-2].[O-2].[O-2].[U].[U] (ammonium uranate). As a reaction SMILES: [O-2:1].[O-2].[O-2].[U+6:4].[N+:5]([O-])([O-])=[O:6].[NH4+:9]>>[NH4+:5].[NH4+:9].[O-2:6].[O-2:1].[O-2:6].[O-2:6].[O-2:6].[O-2:6].[O-2:6].[U:4].[U:4] |f:0.1.2.3,4.5,6.7.8.9.10.11.12.13.14.15.16|. Reported procedure: reacting solid uranium trioxide with aqueous ammonium nitrate to form an insoluble ammonium uranate Reactants: C(C=1C(C(=O)O)=CC=CC1)(=O)O (phthalic acid), C(C)(C)O (isopropanol), C1=CC=CC=C1 (benzene). Yields the product C1(=CC=CC=C1)O (phenol), C(C)(C)C1=C(C=CC=C1)O (isopropylphenol), cresols. As a reaction SMILES: C(O)(=O)[C:2]1[C:3](=[CH:7][CH:8]=[CH:9][CH:10]=1)C(O)=[O:5].[CH:13]([OH:16])([CH3:15])[CH3:14].[CH:17]1[CH:22]=[CH:21][CH:20]=[CH:19][CH:18]=1>>[C:2]1([OH:16])[CH:3]=[CH:7][CH:8]=[CH:9][CH:10]=1.[CH:13]([C:17]1[CH:22]=[CH:21][CH:20]=[CH:19][C:18]=1[OH:5])([CH3:15])[CH3:14]. Reported procedure: Besides the phthalic acid (with quantitative reclamation) it was also possible to isolate considerable amounts of isopropanol, benzene, phenol, isopropylphenol, and cresols from the reaction mixture—by distillation and extraction. The reactants are N1[C@H](COCC1)C(=O)OC (Methyl (3R)-morpholine-3-carboxylate), FC=1C=C(C(CBr)=O)C=C(C1)F (3,5-difluorophenacyl bromide), CCN(C(C)C)C(C)C (DIPEA). The solvent is C(Cl)Cl (CH2Cl2). Conditions: time 1 hour. The product is FC=1C=C(C=C(C1)F)C(CN1[C@H](COCC1)C(=O)OC)=O (Methyl (3R)-4-[2-(3,5-difluorophenyl)-2-oxoethyl]morpholine-3-carboxylate). Reaction SMILES: [NH:1]1[CH2:6][CH2:5][O:4][CH2:3][C@@H:2]1[C:7]([O:9][CH3:10])=[O:8].[F:11][C:12]1[CH:13]=[C:14]([CH:19]=[C:20]([F:22])[CH:21]=1)[C:15](=[O:18])[CH2:16]Br.CCN(C(C)C)C(C)C>C(Cl)Cl>[F:11][C:12]1[CH:13]=[C:14]([C:15](=[O:18])[CH2:16][N:1]2[CH2:6][CH2:5][O:4][CH2:3][C@@H:2]2[C:7]([O:9][CH3:10])=[O:8])[CH:19]=[C:20]([F:22])[CH:21]=1. Procedure details: To a mixture of methyl (3R)-morpholine-3-carboxylate from Step A (556 mg, 3.83 mmol) and 3,5-difluorophenacyl bromide (450 mg, 1.92 mmol) in CH2Cl2 (2 mL) was added DIPEA (0.669 mL, 3.83 mmol). The reaction mixture was stirred at ambient temperature for 1 h, then concentrated in vacuo. The crude product was purified on silica gel, eluting with hexane:EtOAc—75:25, to yield the title compound. MS: m/z=300 (M+1).